This data is from the Open Reaction Database (ORD), a public repository of structured organic reaction records. The task is: describe an organic reaction: reactants, conditions, products, and yield Conditions: temperature 90 celsius. Reaction SMILES: [CH:1]([NH:3][CH:4]([C:8]1[CH:13]=[CH:12][C:11]([CH3:14])=[CH:10][CH:9]=1)[C:5](O)=O)=O.ClC(=C)[C:17]#[N:18].[C:20](OC(=O)C)(=O)C>>[CH3:14][C:11]1[CH:12]=[CH:13][C:8]([C:4]2[NH:3][CH:1]=[CH:20][C:5]=2[C:17]#[N:18])=[CH:9][CH:10]=1. Product: CC1=CC=C(C=C1)C=1NC=CC1C#N (2-(4-methylphenyl)pyrrole-3-carbonitrile). Reactants: C(=O)NC(C(=O)O)C1=CC=C(C=C1)C (2-formylamino-2-(4-methylphenyl)acetic acid), C(C)(=O)OC(C)=O (acetic anhydride), ClC(C#N)=C (2-chloroacrylonitrile). Procedure: To a stirred suspension of 2-formylamino-2-(4-methylphenyl)acetic acid (4.00 g) in acetic anhydride (45 ml) was added 2-chloroacrylonitrile (16.5 ml) at room temperature and the resulting suspension was heated at 90° C. for 2.5 hours. After cooling, the solvent was evaporated and the residue was washed with isopropyl ether. The mixture was filtered and the resulting solid was dissolved into ethyl acetate and the solution was washed with aqueous saturated sodium bicarbonate and water successively... Starting materials: C(C)(C)C1=CC=C(C=C1)C1COC2=C1C(=CC(=C2)C)C (3-(4-isopropylphenyl)-4,6-dimethyl-2,3-dihydro-1-benzofuran), Example 15, BrN1C(CCC1=O)=O (N-bromosuccinimide). Solvent: C(C)#N (acetonitrile). Run at time 1 hour. Yields the product BrC=1C(=CC2=C(C(CO2)C2=CC=C(C=C2)C(C)C)C1C)C (5-Bromo-3-(4-isopropylphenyl)-4,6-dimethyl-2,3-dihydro-1-benzofuran). The yield is 82.0%. As a reaction SMILES: [CH:1]([C:4]1[CH:9]=[CH:8][C:7]([CH:10]2[C:14]3[C:15]([CH3:20])=[CH:16][C:17]([CH3:19])=[CH:18][C:13]=3[O:12][CH2:11]2)=[CH:6][CH:5]=1)([CH3:3])[CH3:2].[Br:21]N1C(=O)CCC1=O>C(#N)C>[Br:21][C:16]1[C:17]([CH3:19])=[CH:18][C:13]2[O:12][CH2:11][CH:10]([C:7]3[CH:8]=[CH:9][C:4]([CH:1]([CH3:3])[CH3:2])=[CH:5][CH:6]=3)[C:14]=2[C:15]=1[CH3:20]. Procedure details: To a solution of 3-(4-isopropylphenyl)-4,6-dimethyl-2,3-dihydro-1-benzofuran synthesized in Reference Example 15 (5.62 g, 21.1 mmol) in acetonitrile (60 mL) was added N-bromosuccinimide (3.76 g, 21.1 mmol) at 0° C., and the mixture was stirred at the same temperature for 1 hour. The solvent was distilled off under reduced pressure to obtain a residue, which was purified by silica gel column chromatography (hexane:ethyl acetate=10:1) to obtain 5.95 g (yield 82%) of the title compound. Melting poi...